describe an organic reaction: reactants, conditions, products, and yield From a dataset of the Open Reaction Database (ORD), a public repository of structured organic reaction records. The reactants are aminomethyl, C(C1=CC=CC=C1)(=N)N (benzamidine), CC=1N(C=CN1)C1=CC(=C(N)C=C1)CN (4-(2-methyl-1H-imidazol-1-yl)-2-aminomethylaniline), Cl.C(C1=CC=CC=C1)(OC)=N (methyl benzimidate hydrochloride). Reagents/catalysts: O=[Mn]=O (MnO2). The solvent is CO (methanol). Run at time 24 hour. The product is CC=1N(C=CN1)C=1C=C2C=NC(=NC2=CC1)C1=CC=CC=C1 (6-(2-methyl-1H-imidazol-1-yl)-2-phenyl-quinazoline). Yield: 74.0%. RXN SMILES: [CH3:1][C:2]1[N:3]([C:7]2[CH:13]=[CH:12][C:10]([NH2:11])=[C:9]([CH2:14][NH2:15])[CH:8]=2)[CH:4]=[CH:5][N:6]=1.Cl.[C:17](=N)(OC)[C:18]1[CH:23]=[CH:22][CH:21]=[CH:20][CH:19]=1.C(N)(=N)C1C=CC=CC=1>CO.O=[Mn]=O>[CH3:1][C:2]1[N:3]([C:7]2[CH:8]=[C:9]3[C:10](=[CH:12][CH:13]=2)[N:11]=[C:17]([C:18]2[CH:23]=[CH:22][CH:21]=[CH:20][CH:19]=2)[N:15]=[CH:14]3)[CH:4]=[CH:5][N:6]=1 |f:1.2|. Reported procedure: 4-(2-methyl-1H-imidazol-1-yl)-2-aminomethylaniline (2.0 g, 10 mmol) and methyl benzimidate hydrochloride (3.5 g, 20 mmol; RN: 5873-90-5, Aldrich) were dissolved in methanol (50 mL), the resulting mixture was heated at reflux for 2 hours, during this time the aminomethyl-derivative was converted into the corresponding benzamidine. After that, the methanol was evaporated and the residue taken up with glacial acetic acid (50 mL), the reaction mixture was heated at reflux for 1.5 hours. After coolin...